This data is from the Open Reaction Database (ORD), a public repository of structured organic reaction records. The task is: describe an organic reaction: reactants, conditions, products, and yield Reactants: Cc1cc(-c2ccc(Cl)cc2)nc(-n2cnc(Br)c2)n1, CC1(C)OB(c2cnc(N)nc2)OC1(C)C. Product: Cc1cc(-c2ccc(Cl)cc2)nc(-n2cnc(-c3cnc(N)nc3)c2)n1. Reaction SMILES: [Br:1][c:2]1[n:3][cH:4][n:5](-[c:7]2[n:8][c:9]([CH3:20])[cH:10][c:11](-[c:13]3[cH:14][cH:15][c:16]([Cl:19])[cH:17][cH:18]3)[n:12]2)[cH:6]1.[NH2:21][c:22]1[n:23][cH:24][c:25]([B:28]2[O:29][C:30]([CH3:31])([CH3:32])[C:33]([CH3:34])([CH3:35])[O:36]2)[cH:26][n:27]1>>[c:2]1(-[c:25]2[cH:24][n:23][c:22]([NH2:21])[n:27][cH:26]2)[n:3][cH:4][n:5](-[c:7]2[n:8][c:9]([CH3:20])[cH:10][c:11](-[c:13]3[cH:14][cH:15][c:16]([Cl:19])[cH:17][cH:18]3)[n:12]2)[cH:6]1.